From a dataset of the Open Reaction Database (ORD), a public repository of structured organic reaction records. describe an organic reaction: reactants, conditions, products, and yield The reactants are BrC=1C=C(C=CC1F)[N+](=O)[O-] (3-bromo-4-fluoronitrobenzene), C(C)S (ethanethiol), C([O-])([O-])=O.[K+].[K+] (potassium carbonate). Solvent: CN(C)C=O (DMF). Run at temperature 60 celsius. The product is BrC1=C(C=CC(=C1)[N+](=O)[O-])SCC ((2-Bromo-4-nitrophenyl)(ethyl)sulfane). Yield: 96.4%. As a reaction SMILES: [Br:1][C:2]1[CH:3]=[C:4]([N+:9]([O-:11])=[O:10])[CH:5]=[CH:6][C:7]=1F.[CH2:12]([SH:14])[CH3:13].C(=O)([O-])[O-].[K+].[K+]>CN(C=O)C>[Br:1][C:2]1[CH:3]=[C:4]([N+:9]([O-:11])=[O:10])[CH:5]=[CH:6][C:7]=1[S:14][CH2:12][CH3:13] |f:2.3.4|. Reported procedure: To 3-bromo-4-fluoronitrobenzene (7.05 g, 32.0 mmol) and ethanethiol (2.6 mL, 35.2 mmol) in DMF (20 mL) was added potassium carbonate (4.87 g, 35.2 mmol). The reaction mixture was heated to 60° C. overnight. After cooling, the mixture was filtered over celite and washed with ethyl acetate. The combined filtrate and washings were concentrated. The residue was redissolved in ethyl acetate and washed with water (3×) and then dried over sodium sulfate. The filtrate was concentrated and purified by fl... Reactants: S(=O)(=O)(O)[O-].[Na+] (Sodium hydrogensulfate), COC([C@@H](CC1=CC2=CC=CC=C2C=C1)N(C)C(=O)OC(C)(C)C)=O ((2R)-2-(N-tert-Butoxycarbonyl-N-methylamino)-3-(2-naphthyl)propionic acid methylester), [OH-].[Li+] (lithium hydroxide). The solvent is O (water), C(C)(=O)OCC (Ethyl acetate), O1CCOCC1 (dioxane), O (Water). Reaction conditions: time 4 hour. Yields the product C(C)(C)(C)OC(=O)N(C)[C@@H](C(=O)O)CC1=CC2=CC=CC=C2C=C1 ((2R)-2-(N-tert-Butoxycarbonyl-N-methylamino)-3-(2-naphthyl)propionic acid). Isolated yield 93.7%. As a reaction SMILES: C[O:2][C:3](=[O:25])[C@H:4]([N:16]([C:18]([O:20][C:21]([CH3:24])([CH3:23])[CH3:22])=[O:19])[CH3:17])[CH2:5][C:6]1[CH:15]=[CH:14][C:13]2[C:8](=[CH:9][CH:10]=[CH:11][CH:12]=2)[CH:7]=1.[OH-].[Li+].S([O-])(O)(=O)=O.[Na+]>O1CCOCC1.O.C(OCC)(=O)C>[C:21]([O:20][C:18]([N:16]([C@H:4]([CH2:5][C:6]1[CH:15]=[CH:14][C:13]2[C:8](=[CH:9][CH:10]=[CH:11][CH:12]=2)[CH:7]=1)[C:3]([OH:25])=[O:2])[CH3:17])=[O:19])([CH3:24])([CH3:22])[CH3:23] |f:1.2,3.4|. Reported procedure: (2R)-2-(N-tert-Butoxycarbonyl-N-methylamino)-3-(2-naphthyl)propionic acid methylester (15.0 g; 43.73 mmol) was dissolved in dioxane (150 ml) and cooled on an icebath. Water (115 ml) and lithium hydroxide (1.15 g; 48.10 mmol) were added. The reaction mixture was stirred 4 hours at room temperature. Ethyl acetate (300 ml) and water (200 ml) were added. Sodium hydrogensulfate (3%) was added until acidic reaction (pH=2.5). The organic phase was washed with water (200 ml) and dried (Magnesium sulfate... As a reaction SMILES: [CH2:1]([C:8]1[C:13]([Br:14])=[CH:12][N:11]=[C:10]([C:15]#[C:16][CH:17]([OH:19])[CH3:18])[CH:9]=1)[C:2]1[CH:7]=[CH:6][CH:5]=[CH:4][CH:3]=1.CO.O1CCCC1.[H][H]>[Pt](=O)=O.C(OCC)(=O)C>[CH2:1]([C:8]1[C:13]([Br:14])=[CH:12][N:11]=[C:10]([CH2:15][CH2:16][CH:17]([OH:19])[CH3:18])[CH:9]=1)[C:2]1[CH:3]=[CH:4][CH:5]=[CH:6][CH:7]=1. Reported procedure: 200 mg of 4-benzyl-5-bromo-2-(3-hydroxy-1-butynyl)pyridine (Example 189a) and 10 mg of platinum (IV) oxide were added to 10 ml of methanol, 10 ml of tetrahydrofuran and 10 ml of ethyl acetate, followed by stirring at room temperature at normal pressure in a hydrogen atmosphere overnight. The catalyst was filtered off and the filtrate was evaporated, to give 50 mg of the target compound. Reactants: [H][H] (hydrogen), C(C1=CC=CC=C1)C1=CC(=NC=C1Br)C#CC(C)O (4-benzyl-5-bromo-2-(3-hydroxy-1-butynyl)pyridine), CO (methanol), O1CCCC1 (tetrahydrofuran). Yields the product C(C1=CC=CC=C1)C1=CC(=NC=C1Br)CCC(C)O (4-Benzyl-5-bromo-2-(3-hydroxybutyl)pyridine). Reagents/catalysts: [Pt](=O)=O (platinum (IV) oxide). Isolated yield 24.7%. Run in C(C)(=O)OCC (ethyl acetate). The reactants are O=C1C(=C(C2=CC=CC=C12)C1=CC=CC=C1)C(=O)OCC (ethyl 1-oxo-3-phenylindene-2-carboxylate), C1OC=2C=C(C=CC2O1)[Mg]Br (3,4-methylenedioxyphenyl magnesium bromide). The solvent is C1CCOC1 (THF). Conditions: time 30 minute. Yields the product OC1(C(=C(C2=CC=CC=C12)C1=CC=CC=C1)C(=O)OCC)C1=CC2=C(C=C1)OCO2 (Ethyl(1RS)-1-Hydroxy-1-(3,4-methylenedioxyphenyl)-3-phenylindene-2-carboxylate). The yield is 71.5%. As a reaction SMILES: [O:1]=[C:2]1[C:10]2[C:5](=[CH:6][CH:7]=[CH:8][CH:9]=2)[C:4]([C:11]2[CH:16]=[CH:15][CH:14]=[CH:13][CH:12]=2)=[C:3]1[C:17]([O:19][CH2:20][CH3:21])=[O:18].[CH2:22]1[O:30][C:29]2[CH:28]=[CH:27][C:26]([Mg]Br)=[CH:25][C:24]=2[O:23]1>C1COCC1>[OH:1][C:2]1([C:27]2[CH:26]=[CH:25][C:24]3[O:23][CH2:22][O:30][C:29]=3[CH:28]=2)[C:10]2[C:5](=[CH:6][CH:7]=[CH:8][CH:9]=2)[C:4]([C:11]2[CH:12]=[CH:13][CH:14]=[CH:15][CH:16]=2)=[C:3]1[C:17]([O:19][CH2:20][CH3:21])=[O:18]. Procedure details: To a solution of ethyl 1-oxo-3-phenylindene-2-carboxylate (1.0 g, 3.6 mmol) in THF (35 ml) under an argon atmosphere at 0° C. was added a solution of freshly prepared 3,4-methylenedioxyphenyl magnesium bromide (5.4 mmol). After stirring for 30 min, the mixture was partitioned between 3M HCl and EtOAc. The organic extract was washed successively with H2O, 5% aqueous NaHCO3 and saturated aqueous NaCl and dried (MgSO4). The solvent was removed in vacuo, and the residue was purified by flash chromat... Reactants: ClC=1C=C2NC(C3N(C2=CC1Cl)CCNC3)=O (8,9-dichloro-2,3,4,4a-tetrahydro-1H-pyrazino-[1,2-a]quinoxalin-5(6H)-one), C(=C)C1=CC=NC=C1 (4-vinylpyridine). Product: ClC=1C=C2NC(C3N(C2=CC1Cl)CCN(C3)CCC3=CC=NC=C3)=O (8,9-Dichloro-2,3,4,4a-Tetrahydro-3-[2-(4-Pyridinyl)Ethyl]-1H-Pyrazino[1,2-a]Quinoxaline-5(6H)-One). Reaction SMILES: [Cl:1][C:2]1[CH:3]=[C:4]2[C:9](=[CH:10][C:11]=1[Cl:12])[N:8]1[CH2:13][CH2:14][NH:15][CH2:16][CH:7]1[C:6](=[O:17])[NH:5]2.[CH:18]([C:20]1[CH:25]=[CH:24][N:23]=[CH:22][CH:21]=1)=[CH2:19]>>[Cl:1][C:2]1[CH:3]=[C:4]2[C:9](=[CH:10][C:11]=1[Cl:12])[N:8]1[CH2:13][CH2:14][N:15]([CH2:19][CH2:18][C:20]3[CH:25]=[CH:24][N:23]=[CH:22][CH:21]=3)[CH2:16][CH:7]1[C:6](=[O:17])[NH:5]2. Reported procedure: Treatment of 8,9-dichloro-2,3,4,4a-tetrahydro-1H-pyrazino-[1,2-a]quinoxalin-5(6H)-one (3 g.) with 5.4 g. of 4-vinylpyridine in the manner described in Example 1 gave 2.2 g. of the title compound as the dihydrochloride salt, m.p. 266°-269° C. (dec.). The reactants are CN(C)C(=O)Cl, Sc1nc(-c2ccccc2)c[nH]1, c1ccncc1. The product is CN(C)C(=O)Sc1nc(-c2ccccc2)c[nH]1. As a reaction SMILES: [CH3:13][N:14]([C:15](=[O:16])[Cl:17])[CH3:18].[SH:1][c:2]1[nH:3][cH:4][c:5](-[c:7]2[cH:8][cH:9][cH:10][cH:11][cH:12]2)[n:6]1.[cH:19]1[cH:20][cH:21][n:22][cH:23][cH:24]1>>[S:1]([c:2]1[nH:3][cH:4][c:5](-[c:7]2[cH:8][cH:9][cH:10][cH:11][cH:12]2)[n:6]1)[C:15]([N:14]([CH3:13])[CH3:18])=[O:16].